Dataset: the Open Reaction Database (ORD), a public repository of structured organic reaction records. Task: describe an organic reaction: reactants, conditions, products, and yield Starting materials: C(CC1=CC=CC=C1)Br (phenethyl bromide), S(=S)(=O)([O-])C1=CC=C(C)C=C1.[K+] (potassium thiotosylate). The solvent is C(C)O (ethanol). Product: C1(=CC=CC=C1)CCOS(=O)(=S)C1=CC=C(C=C1)C (2-Phenylethyl-p-toluenethiosulfonate). RXN SMILES: [CH2:1](Br)[CH2:2][C:3]1[CH:8]=[CH:7][CH:6]=[CH:5][CH:4]=1.[S:10]([C:14]1[CH:20]=[CH:19][C:17]([CH3:18])=[CH:16][CH:15]=1)([O-:13])(=[O:12])=[S:11].[K+]>C(O)C>[C:3]1([CH2:2][CH2:1][O:13][S:10]([C:14]2[CH:20]=[CH:19][C:17]([CH3:18])=[CH:16][CH:15]=2)(=[S:11])=[O:12])[CH:8]=[CH:7][CH:6]=[CH:5][CH:4]=1 |f:1.2|. Procedure: The title compound was prepared according to General Method 2 using phenethyl bromide (0.088 mmol), potassium thiotosylate(0.088 mol), and absolute ethanol (250 mL). A clear liquid was obtained which was used without purification. 1H NMR (CDCl3) δ 2.47 (s, 3 H), 2.92 (t, 2 H), 3.24 (t, 2 H), 7.1-7.4 (m, 7 H), 7.84 (d, 2 H). The reactants are COC(=O)C1=NN(C(=C1)OCC=1C(=NOC1C)C1=NC=C(C=C1)F)C (5-[3-(5-fluoro-pyridin-2-yl)-5-methyl-isoxazol-4-ylmethoxy]-1-methyl-1H-pyrazole-3-carboxylic acid methyl ester), COC(=O)C1=NN(C(=C1)OCC=1C(=NOC1C)C1=NC=CC=C1)C (1-methyl-5-(5-methyl-3-pyridin-2-yl-isoxazol-4-ylmethoxy)-1H-pyrazole-3-carboxylic acid methyl ester). Yields the product OC[C@H](C)NC(=O)C1=NN(C(=C1)OCC=1C(=NOC1C)C1=NC=C(C=C1)F)C (5-[3-(5-Fluoro-pyridin-2-yl)-5-methyl-isoxazol-4-ylmethoxy]-1-methyl-1H-pyrazole-3-car-boxylic acid ((S)-2-hydroxy-1-methyl-ethyl)-amide). Yield: 59.0%. As a reaction SMILES: CO[C:3]([C:5]1[CH:9]=[C:8]([O:10][CH2:11][C:12]2[C:13]([C:18]3[CH:23]=[CH:22][C:21]([F:24])=[CH:20][N:19]=3)=[N:14][O:15][C:16]=2[CH3:17])[N:7]([CH3:25])[N:6]=1)=[O:4].C[O:27][C:28]([C:30]1[CH:34]=C(OCC2C(C3C=CC=CN=3)=NOC=2C)N(C)[N:31]=1)=O>>[OH:27][CH2:28][C@@H:30]([NH:31][C:3]([C:5]1[CH:9]=[C:8]([O:10][CH2:11][C:12]2[C:13]([C:18]3[CH:23]=[CH:22][C:21]([F:24])=[CH:20][N:19]=3)=[N:14][O:15][C:16]=2[CH3:17])[N:7]([CH3:25])[N:6]=1)=[O:4])[CH3:34]. Procedure: As described for example 114d, 5-[3-(5-fluoro-pyridin-2-yl)-5-methyl-isoxazol-4-ylmethoxy]-1-methyl-1H-pyrazole-3-carboxylic acid methyl ester (100 mg, 0.29 mmol), instead of 1-methyl-5-(5-methyl-3-pyridin-2-yl-isoxazol-4-ylmethoxy)-1H-pyrazole-3-carboxylic acid methyl ester, was converted, to the title compound (66 mg, 59%) which was obtained as a colorless oil. MS: m/e=390.1 [M+H]+. The reactants are O=C(CBr)c1ccccc1, Cc1cc(C)cc(O)c1, CO. The product is Cc1cc(C)cc(OCC(=O)c2ccccc2)c1. Reaction SMILES: [Br:10][CH2:11][C:12](=[O:13])[c:14]1[cH:15][cH:16][cH:17][cH:18][cH:19]1.[CH3:1][c:2]1[cH:3][c:4]([CH3:5])[cH:6][c:7]([OH:8])[cH:9]1.[CH3:20][OH:21]>>[CH3:1][c:2]1[cH:3][c:4]([CH3:5])[cH:6][c:7]([O:8][CH2:11][C:12](=[O:13])[c:14]2[cH:15][cH:16][cH:17][cH:18][cH:19]2)[cH:9]1.